This data is from the Open Reaction Database (ORD), a public repository of structured organic reaction records. The task is: describe an organic reaction: reactants, conditions, products, and yield The reactants are CCOC(OCC)OCC, CSCc1c(Cl)ccc(C(=O)CC(=O)C2CC2)c1SC, CC(=O)OC(C)=O. Yields the product CCOC=C(C(=O)c1ccc(Cl)c(CSC)c1SC)C(=O)C1CC1. As a reaction SMILES: [CH2:21]([CH3:22])[O:23][CH:24]([O:25][CH2:26][CH3:27])[O:28][CH2:29][CH3:30].[CH3:1][S:2][c:3]1[c:4]([C:13]([CH2:14][C:15](=[O:16])[CH:17]2[CH2:18][CH2:19]2)=[O:20])[cH:5][cH:6][c:7]([Cl:12])[c:8]1[CH2:9][S:10][CH3:11].[CH3:31][C:32]([O:33][C:34](=[O:35])[CH3:36])=[O:37]>>[CH3:1][S:2][c:3]1[c:4]([C:13]([C:14]([C:15](=[O:16])[CH:17]2[CH2:18][CH2:19]2)=[CH:24][O:23][CH2:21][CH3:22])=[O:20])[cH:5][cH:6][c:7]([Cl:12])[c:8]1[CH2:9][S:10][CH3:11]. Reactants: O=C([O-])[O-], CCCBr, CO, [I-], [K+], [K+], [K+], Fc1ccc(-c2cc(N3CCNCC3)nc3c2CCCCCC3)cc1. Yields the product CCCN1CCN(c2cc(-c3ccc(F)cc3)c3c(n2)CCCCCC3)CC1. As a reaction SMILES: [C:30](=[O:31])([O-:32])[O-:33].[CH2:26]([CH2:27][CH3:28])[Br:29].[CH3:38][OH:39].[I-:37].[K+:34].[K+:35].[K+:36].[N:1]1([c:7]2[cH:8][c:9](-[c:19]3[cH:20][cH:21][c:22]([F:25])[cH:23][cH:24]3)[c:10]3[c:11]([n:12]2)[CH2:13][CH2:14][CH2:15][CH2:16][CH2:17][CH2:18]3)[CH2:2][CH2:3][NH:4][CH2:5][CH2:6]1>>[N:1]1([c:7]2[cH:8][c:9](-[c:19]3[cH:20][cH:21][c:22]([F:25])[cH:23][cH:24]3)[c:10]3[c:11]([n:12]2)[CH2:13][CH2:14][CH2:15][CH2:16][CH2:17][CH2:18]3)[CH2:2][CH2:3][N:4]([CH2:26][CH2:27][CH3:28])[CH2:5][CH2:6]1. The reactants are FC1=CC=C(C=C1)C1=C(C2=C(S1)C=CC(=C2)C=2C=C(C(=O)O)C=CC2)C(NC)=O (3-(2-(4-fluorophenyl)-3-(methylcarbamoyl)benzo[b]thiophen-5-yl)benzoic acid), CC(C)(C)N (2-methylpropan-2-amine). The product is C(C)(C)(C)NC(=O)C=1C=C(C=CC1)C1=CC2=C(SC(=C2C(=O)NC)C2=CC=C(C=C2)F)C=C1 (5-(3-(tert-butylcarbamoyl)phenyl)-2-(4-fluorophenyl)-N-methylbenzo[b]thiophene-3-carboxamide). As a reaction SMILES: [F:1][C:2]1[CH:7]=[CH:6][C:5]([C:8]2[S:12][C:11]3[CH:13]=[CH:14][C:15]([C:17]4[CH:18]=[C:19]([CH:23]=[CH:24][CH:25]=4)[C:20](O)=[O:21])=[CH:16][C:10]=3[C:9]=2[C:26](=[O:29])[NH:27][CH3:28])=[CH:4][CH:3]=1.[CH3:30][C:31]([NH2:34])([CH3:33])[CH3:32]>>[C:31]([NH:34][C:20]([C:19]1[CH:18]=[C:17]([C:15]2[CH:14]=[CH:13][C:11]3[S:12][C:8]([C:5]4[CH:4]=[CH:3][C:2]([F:1])=[CH:7][CH:6]=4)=[C:9]([C:26]([NH:27][CH3:28])=[O:29])[C:10]=3[CH:16]=2)[CH:25]=[CH:24][CH:23]=1)=[O:21])([CH3:33])([CH3:32])[CH3:30]. Reported procedure: 5-(3-(tert-butylcarbamoyl)phenyl)-2-(4-fluorophenyl)-N-methylbenzo[b]thiophene-3-carboxamide was prepared from 3-(2-(4-fluorophenyl)-3-(methylcarbamoyl)benzo[b]thiophen-5-yl)benzoic acid (0.075 g, 0.15 mmol) and 2-methylpropan-2-amine (0.016 g, 0.22 mmol). 1H NMR (500 MHz, DMSO-D6) δ ppm 8.42 (s, 1H), 8.16 (s, 1H), 8.07 (s, 1H), 7.96 (s, 2H), 7.82 (s, 3 H), 7.66 (s, 2H), 7.57 (s, 1H), 7.37 (s, 2H), 2.78 (s, 3H), 1.42 (s, 9H). LCMS: retention time: 3.218 min. LC data was recorded on a Shimadzu LC...